This data is from the Open Reaction Database (ORD), a public repository of structured organic reaction records. The task is: describe an organic reaction: reactants, conditions, products, and yield Starting materials: C1OC2(CCN(CC2)C2=NC(=NC(=C2)N2CCC3(CC2)OCCO3)Cl)OC1 (4,6-bis(4,4-ethylenedioxy-1-piperidinyl)-2-chloropyrimidine), N1CCNCC1 (piperazine). Product: C1OC2(CCN(CC2)C2=NC(=NC(=C2)N2CCC3(CC2)OCCO3)N3CCNCC3)OC1 (4,6-bis(4,4-ethylenedioxy-1-piperidinyl)-2-(1-piperazinyl)pyrimidine). Isolated yield 58.9%. Reaction SMILES: [CH2:1]1[CH2:27][O:26][C:3]2([CH2:8][CH2:7][N:6]([C:9]3[CH:14]=[C:13]([N:15]4[CH2:20][CH2:19][C:18]5([O:24][CH2:23][CH2:22][O:21]5)[CH2:17][CH2:16]4)[N:12]=[C:11](Cl)[N:10]=3)[CH2:5][CH2:4]2)[O:2]1.[NH:28]1[CH2:33][CH2:32][NH:31][CH2:30][CH2:29]1>>[CH2:1]1[CH2:27][O:26][C:3]2([CH2:8][CH2:7][N:6]([C:9]3[CH:14]=[C:13]([N:15]4[CH2:20][CH2:19][C:18]5([O:24][CH2:23][CH2:22][O:21]5)[CH2:17][CH2:16]4)[N:12]=[C:11]([N:28]4[CH2:33][CH2:32][NH:31][CH2:30][CH2:29]4)[N:10]=3)[CH2:5][CH2:4]2)[O:2]1. Procedure details: The reaction of 4,6-bis(4,4-ethylenedioxy-1-piperidinyl)-2-chloropyrimidine with piperazine as described in Example 4 gives the title compound in a yield of 58.9%, m.p.: 122°-126° C. Starting materials: COC=1C=C2C=3CSC4=C(C3NC2=CC1)C=CC=C4 (8-methoxy-6,11-dihydro-5-thia-11-aza-benzo[a]fluorene), OOS(=O)[O-].[K+] (OXONE), CO (MeOH). Solvent: O (water). Reaction conditions: time 6 hour. Product: COC=1C=C2C=3CS(C4=C(C3N(C2=CC1)C)C=CC=C4)(=O)=O (8-methoxy-11-methyl-6,11-dihydro-5-thia-11-aza-benzo[a]fluorene 5,5-dioxide). As a reaction SMILES: [CH3:1][O:2][C:3]1[CH:4]=[C:5]2[C:13](=[CH:14][CH:15]=1)[NH:12][C:11]1[C:10]3[CH:16]=[CH:17][CH:18]=[CH:19][C:9]=3S[CH2:7][C:6]2=1.O[O:21][S:22]([O-:24])=O.[K+].[CH3:26]O>O>[CH3:1][O:2][C:3]1[CH:4]=[C:5]2[C:13](=[CH:14][CH:15]=1)[N:12]([CH3:26])[C:11]1[C:10]3[CH:16]=[CH:17][CH:18]=[CH:19][C:9]=3[S:22](=[O:24])(=[O:21])[CH2:7][C:6]2=1 |f:1.2|. Procedure details: 8-methoxy-6,11-dihydro-5-thia-11-aza-benzo[a]fluorene (257 mg, 0.915 mmoL) in MeOH (3 mL) and water (3 mL) was treated with OXONE (2.744 mmoL, 1.68 g) at room temperature. The reaction mixture was stirred for 6 hours. The solvent was removed and the residue was partitioned between EtOAc and saturated NaHCO3. The aqueous phase was extracted two times with EtOAc. The organic layer from each extraction was combined, washed with water, brine, dried over anhydrous Na2SO4, filtered and concentrated to... The reactants are O (water), ClC1=CC=2N(C=C1)N=C(C2C2=NC(=NC=C2)NC2=CC=CC=C2)C2=CC=C(C=C2)F (4-[5-chloro-2-(4-fluorophenyl)pyrazolo[1,5-α]pyridin-3-yl]-N-phenyl-2-pyrimidinamine), C(CCC)[Li] (n-butyllithium), C(C)SSCC (ethyl disulfide). The solvent is C(C)(=O)OCC (ethyl acetate), O1CCCC1 (tetrahydrofuran). Reaction conditions: time 10 minute. The product is ClC1=CC=2N(C(=C1)SCC)N=C(C2C2=NC(=NC=C2)NC2=CC=CC=C2)C2=CC=C(C=C2)F (N-{4-[5-chloro-7-(ethylsulfanyl)-2-(4fluorophenyl)pyrazolo[1,5-α]pyridin-3-yl]-2-pyrimidinyl}-N-phenylamine). Yield: 22.1%. As a reaction SMILES: [Cl:1][C:2]1[CH:7]=[CH:6][N:5]2[N:8]=[C:9]([C:24]3[CH:29]=[CH:28][C:27]([F:30])=[CH:26][CH:25]=3)[C:10]([C:11]3[CH:16]=[CH:15][N:14]=[C:13]([NH:17][C:18]4[CH:23]=[CH:22][CH:21]=[CH:20][CH:19]=4)[N:12]=3)=[C:4]2[CH:3]=1.C([Li])CCC.[CH2:36]([S:38]SCC)[CH3:37].O>O1CCCC1.C(OCC)(=O)C>[Cl:1][C:2]1[CH:7]=[C:6]([S:38][CH2:36][CH3:37])[N:5]2[N:8]=[C:9]([C:24]3[CH:25]=[CH:26][C:27]([F:30])=[CH:28][CH:29]=3)[C:10]([C:11]3[CH:16]=[CH:15][N:14]=[C:13]([NH:17][C:18]4[CH:23]=[CH:22][CH:21]=[CH:20][CH:19]=4)[N:12]=3)=[C:4]2[CH:3]=1. Reported procedure: To a solution of 4-[5-chloro-2-(4-fluorophenyl)pyrazolo[1,5-α]pyridin-3-yl]-N-phenyl-2-pyrimidinamine (80 mg, 0.19 mmol) in tetrahydrofuran (5 mL) was added n-butyllithium (0.43 mL of 1.6M solution in hexane, 0.67 mmol) at −78° C. The resulting dark solution was stirred for 10 minutes, then quenched by the addition of ethyl disulfide (0.08 mL 6.5 mmol). The reaction mixture was allowed to warm to room temperature, then water and ethyl acetate were added. The phases were separated and the ethyl a... The product is BrC1=CC=C2C(=N1)N(C=C2C(=O)N)C2=C(C(=CC=C2)N2C(C1=C(C=C(C=C1C=N2)C(C)(C)C)F)=O)CO (6-bromo-1-[3-(6-tert-butyl-8-fluoro-1-oxo-1H-phthalazin-2-yl)-2-hydroxymethyl-phenyl]-1H-pyrrolo[2,3-b]pyridine-3-carboxylic acid amide). Starting materials: BrC1=CC=C2C(=N1)N(C=C2C#N)C2=C(C(=CC=C2)N2C(C1=C(C=C(C=C1C=N2)C(C)(C)C)F)=O)CO (6-bromo-1-(3-(6-tert-butyl-8-fluoro-1-oxophthalazin-2(1H)-yl)-2-(hydroxymethyl)phenyl)-1H-pyrrolo[2,3-b]pyridine-3-carbonitrile), [hydrogen bis(dimethylphosphinito-kP)]platinum (II), C(C)O (Ethanol). Reaction SMILES: [Br:1][C:2]1[N:7]=[C:6]2[N:8]([C:13]3[CH:18]=[CH:17][CH:16]=[C:15]([N:19]4[N:28]=[CH:27][C:26]5[C:21](=[C:22]([F:33])[CH:23]=[C:24]([C:29]([CH3:32])([CH3:31])[CH3:30])[CH:25]=5)[C:20]4=[O:34])[C:14]=3[CH2:35][OH:36])[CH:9]=[C:10]([C:11]#[N:12])[C:5]2=[CH:4][CH:3]=1.C([OH:39])C>O>[Br:1][C:2]1[N:7]=[C:6]2[N:8]([C:13]3[CH:18]=[CH:17][CH:16]=[C:15]([N:19]4[N:28]=[CH:27][C:26]5[C:21](=[C:22]([F:33])[CH:23]=[C:24]([C:29]([CH3:31])([CH3:32])[CH3:30])[CH:25]=5)[C:20]4=[O:34])[C:14]=3[CH2:35][OH:36])[CH:9]=[C:10]([C:11]([NH2:12])=[O:39])[C:5]2=[CH:4][CH:3]=1. Procedure details: In a 25 mL round-bottomed flask, 6-bromo-1-(3-(6-tert-butyl-8-fluoro-1-oxophthalazin-2(1H)-yl)-2-(hydroxymethyl)phenyl)-1H-pyrrolo[2,3-b]pyridine-3-carbonitrile (14 mg, 25.6 μmol) and [hydrogen bis(dimethylphosphinito-kP)]platinum (II) (110 μg, 0.256 μmol, Eq: 0.01) were combined with Ethanol (2.99 ml) and Water (2.99 ml) to give a colorless solution. The reaction mixture was heated to 45° C. and stirred for 1 h. The crude reaction mixture was concentrated in vacuo. Purification by HPLC gave 6-b... Isolated yield 77.0%. Run at temperature 45 celsius, time 1 hour. The solvent is O (Water).